From a dataset of the Open Reaction Database (ORD), a public repository of structured organic reaction records. describe an organic reaction: reactants, conditions, products, and yield The reactants are C(C)(C)OC1=CC=C(C=C1)CC=1C(NNC1C)=O (1,2-dihydro-4-[(4-isopropoxyphenyl)methyl]-5-methyl-3H-pyrazol-3-one), CC(=O)OC[C@@H]1[C@H]([C@@H]([C@H]([C@H](O1)Br)OC(=O)C)OC(=O)C)OC(=O)C (acetobromo-α-D-glucose), 4A. The reagents and catalysts are C([O-])([O-])=O.[Ag+2] (silver carbonate). Solvent: O1CCCC1 (tetrahydrofuran). Yields the product C(C)(C)OC1=CC=C(C=C1)CC=1C(=NNC1C)O[C@H]1[C@H](OC(C)=O)[C@@H](OC(C)=O)[C@H](OC(C)=O)[C@H](O1)COC(C)=O (4-[(4-isopropoxyphenyl)methyl]-5-methyl-3-(2,3,4,6-tetra-O-acetyl-β-D-glucopyranosyloxy)-1H-pyrazole). Yield: 39.0%. RXN SMILES: [CH:1]([O:4][C:5]1[CH:10]=[CH:9][C:8]([CH2:11][C:12]2[C:13](=[O:18])[NH:14][NH:15][C:16]=2[CH3:17])=[CH:7][CH:6]=1)([CH3:3])[CH3:2].[CH3:19][C:20]([O:22][CH2:23][C@H:24]1[O:29][C@H:28](Br)[C@H:27]([O:31][C:32]([CH3:34])=[O:33])[C@@H:26]([O:35][C:36]([CH3:38])=[O:37])[C@@H:25]1[O:39][C:40]([CH3:42])=[O:41])=[O:21]>O1CCCC1.C(=O)([O-])[O-].[Ag+2]>[CH:1]([O:4][C:5]1[CH:6]=[CH:7][C:8]([CH2:11][C:12]2[C:13]([O:18][C@@H:28]3[O:29][C@H:24]([CH2:23][O:22][C:20](=[O:21])[CH3:19])[C@@H:25]([O:39][C:40](=[O:41])[CH3:42])[C@H:26]([O:35][C:36](=[O:37])[CH3:38])[C@H:27]3[O:31][C:32](=[O:33])[CH3:34])=[N:14][NH:15][C:16]=2[CH3:17])=[CH:9][CH:10]=1)([CH3:3])[CH3:2] |f:3.4|. Reported procedure: To a suspension of 1,2-dihydro-4-[(4-isopropoxyphenyl)methyl]-5-methyl-3H-pyrazol-3-one (46 mg), acetobromo-α-D-glucose (99 mg) and 4A molecular sieves in tetrahydrofuran (3 mL) was added silver carbonate (66 mg), and the mixture was stirred under shading the light at 65° C. overnight. The reaction mixture was purified by column chromatography on aminopropyl silica gel (eluent: tetrahydrofuran). Further purification by preparative thin layer chromatography on silica gel (developing solvent: ethy...